From a dataset of the Open Reaction Database (ORD), a public repository of structured organic reaction records. describe an organic reaction: reactants, conditions, products, and yield Reactants: solid, FC1=C(C=CC=C1)N1N=CC=C1C1=CC=C(C=C1)[N+](=O)[O-] (1-(2-fluoro-phenyl)-5-(4-nitro-phenyl)-1H-pyrazole), FC1=C(C=CC=C1)N1N=CC=C1C1=CC=C(C=C1)[N+](=O)[O-] (1-(2-fluoro-phenyl)-5-(4-nitro-phenyl)-1H-pyrazole), ClC1=CC=C(C=C1)CC#N (2-(4-chloro-phenyl)-acetonitrile). Product: ClC1=CC=C(C=C1)C1=C2C(=NO1)C=CC(=C2)C=2N(N=CC2)C2=C(C=CC=C2)F (3-(4-Chloro-phenyl)-5-[2-(2-fluoro-phenyl)-2H-pyrazol-3-yl]-benzo[c]isoxazole). RXN SMILES: [F:1][C:2]1[CH:7]=[CH:6][CH:5]=[CH:4][C:3]=1[N:8]1[C:12]([C:13]2[CH:18]=[CH:17][C:16]([N+:19]([O-:21])=O)=[CH:15][CH:14]=2)=[CH:11][CH:10]=[N:9]1.[Cl:22][C:23]1[CH:28]=[CH:27][C:26]([CH2:29]C#N)=[CH:25][CH:24]=1>>[Cl:22][C:23]1[CH:28]=[CH:27][C:26]([C:29]2[O:21][N:19]=[C:16]3[CH:15]=[CH:14][C:13]([C:12]4[N:8]([C:3]5[CH:4]=[CH:5][CH:6]=[CH:7][C:2]=5[F:1])[N:9]=[CH:10][CH:11]=4)=[CH:18][C:17]=23)=[CH:25][CH:24]=1. Procedure: The title compound, light yellow solid (96 mg, 70%), MS (ISP) m/z=390.2 [(M+H)+], mp 191° C., was prepared in accordance with the general method of example 1 from 1-(2-fluoro-phenyl)-5-(4-nitro-phenyl)-1H-pyrazole (intermediate B) (100 mg, 353 μmol) and commercially available 2-(4-chloro-phenyl)-acetonitrile. Starting materials: NC1CCCc2ccccc21, O=Cc1cccc(Oc2ccccc2)c1. The product is c1ccc(Oc2cccc(CNC3CCCc4ccccc43)c2)cc1. As a reaction SMILES: [CH:16]1([NH2:26])[CH2:17][CH2:18][CH2:19][c:20]2[cH:21][cH:22][cH:23][cH:24][c:25]21.[O:1]([c:2]1[cH:3][cH:4][cH:5][cH:6][cH:7]1)[c:8]1[cH:9][c:10]([CH:11]=[O:12])[cH:13][cH:14][cH:15]1>>[O:1]([c:2]1[cH:3][cH:4][cH:5][cH:6][cH:7]1)[c:8]1[cH:9][c:10]([CH2:11][NH:26][CH:16]2[CH2:17][CH2:18][CH2:19][c:20]3[cH:21][cH:22][cH:23][cH:24][c:25]32)[cH:13][cH:14][cH:15]1. Starting materials: ClC1=CC=C(C=C1)/C(=C/C(=O)C1CC(OCC1)(C)C)/O ((Z)-3-(4-chlorophenyl)-1-(2,2-dimethyltetrahydro-2H-pyran-4-yl)-3-hydroxyprop-2-en-1-one), Cl.COC1=C(C=CC=C1)NN ((2-methoxyphenyl)hydrazine hydrochloride). The product is ClC1=CC=C(C=C1)C1=CC(=NN1C1=C(C=CC=C1)OC)C1CC(OCC1)(C)C (5-(4-Chlorophenyl)-3-(2,2-dimethyltetrahydro-2H-pyran-4-yl)-1-(2-methoxyphenyl)-1H-pyrazole). RXN SMILES: [Cl:1][C:2]1[CH:7]=[CH:6][C:5](/[C:8](/O)=[CH:9]/[C:10]([CH:12]2[CH2:17][CH2:16][O:15][C:14]([CH3:19])([CH3:18])[CH2:13]2)=O)=[CH:4][CH:3]=1.Cl.[CH3:22][O:23][C:24]1[CH:29]=[CH:28][CH:27]=[CH:26][C:25]=1[NH:30][NH2:31]>>[Cl:1][C:2]1[CH:7]=[CH:6][C:5]([C:8]2[N:30]([C:25]3[CH:26]=[CH:27][CH:28]=[CH:29][C:24]=3[O:23][CH3:22])[N:31]=[C:10]([CH:12]3[CH2:17][CH2:16][O:15][C:14]([CH3:19])([CH3:18])[CH2:13]3)[CH:9]=2)=[CH:4][CH:3]=1 |f:1.2|. Reported procedure: The title compound was prepared from (Z)-3-(4-chlorophenyl)-1-(2,2-dimethyltetrahydro-2H-pyran-4-yl)-3-hydroxyprop-2-en-1-one and (2-methoxyphenyl)hydrazine hydrochloride according to the procedure in Example 50, step B. Reactants: [BH4-], CCOC(=O)CCCn1nncc1C=C1CN(C(c2ccccc2)(c2ccccc2)c2ccccc2)CCC1=O, CCO, [Cl-], ClCCl, [NH4+], [Na+]. The product is CCOC(=O)CCCn1nncc1C=C1CN(C(c2ccccc2)(c2ccccc2)c2ccccc2)CCC1O. As a reaction SMILES: [BH4-:44].[CH2:1]([CH3:2])[O:3][C:4](=[O:5])[CH2:6][CH2:7][CH2:8][n:9]1[n:10][n:11][cH:12][c:13]1[CH:14]=[C:15]1[CH2:16][N:17]([C:22]([c:23]2[cH:24][cH:25][cH:26][cH:27][cH:28]2)([c:29]2[cH:30][cH:31][cH:32][cH:33][cH:34]2)[c:35]2[cH:36][cH:37][cH:38][cH:39][cH:40]2)[CH2:18][CH2:19][C:20]1=[O:21].[CH3:48][CH2:49][OH:50].[Cl-:46].[Cl:41][CH2:42][Cl:43].[NH4+:47].[Na+:45]>>[CH2:1]([CH3:2])[O:3][C:4](=[O:5])[CH2:6][CH2:7][CH2:8][n:9]1[n:10][n:11][cH:12][c:13]1[CH:14]=[C:15]1[CH2:16][N:17]([C:22]([c:23]2[cH:24][cH:25][cH:26][cH:27][cH:28]2)([c:29]2[cH:30][cH:31][cH:32][cH:33][cH:34]2)[c:35]2[cH:36][cH:37][cH:38][cH:39][cH:40]2)[CH2:18][CH2:19][CH:20]1[OH:21].